Dataset: the Open Reaction Database (ORD), a public repository of structured organic reaction records. Task: describe an organic reaction: reactants, conditions, products, and yield Starting materials: CC=1N(C2=CC=CC=C2C1C(=O)OC(C)(C)C)C(CC(C)C)=O (tert-butyl 2-methyl-1-(3-methylbutanoyl)-1H-indole-3-carboxylate), FC(C(=O)O)(F)F (trifluoroacetic acid). The solvent is ClCCl (dichloromethane). Conditions: temperature 25 celsius, time 1 hour. Yields the product CC=1N(C2=CC=CC=C2C1C(=O)O)C(CC(C)C)=O (2-methyl-1-(3-methylbutanoyl)-1H-indole-3-carboxylic acid). The yield is 18.2%. Reaction SMILES: [CH3:1][C:2]1[N:3]([C:18](=[O:23])[CH2:19][CH:20]([CH3:22])[CH3:21])[C:4]2[C:9]([C:10]=1[C:11]([O:13]C(C)(C)C)=[O:12])=[CH:8][CH:7]=[CH:6][CH:5]=2.FC(F)(F)C(O)=O>ClCCl>[CH3:1][C:2]1[N:3]([C:18](=[O:23])[CH2:19][CH:20]([CH3:21])[CH3:22])[C:4]2[C:9]([C:10]=1[C:11]([OH:13])=[O:12])=[CH:8][CH:7]=[CH:6][CH:5]=2. Procedure: To a solution of tert-butyl 2-methyl-1-(3-methylbutanoyl)-1H-indole-3-carboxylate (200 mg, 634.10 μmol) in dichloromethane (5 mL) was added trifluoroacetic acid (5 mL). The mixture was stirred at room temperature (25° C.) for 1 hour. The mixture was evaporated and partitioned between dichloromethane and water. The aqueous layer was washed with dichloromethane (10 mL×2), combined the organic layers, dried over sodium sulfate, then filtered and concentrated in vacuum afford the title compound (30 ... Procedure: 5-[5-(2,6-Dichloro-phenylmethanesulfonyl)-2-oxo-1,2-dihydro-indol-(3Z)-ylidenemethyl]-2,4-dimethyl-1H-pyrrole-3-carboxylic acid was coupled with 1-cyclopropyl-piperazine to give the titled compound. As a reaction SMILES: [Cl:1][C:2]1[CH:7]=[CH:6][CH:5]=[C:4]([Cl:8])[C:3]=1[CH2:9][S:10]([C:13]1[CH:14]=[C:15]2[C:19](=[CH:20][CH:21]=1)[NH:18][C:17](=[O:22])/[C:16]/2=[CH:23]\[C:24]1[NH:28][C:27]([CH3:29])=[C:26]([C:30]([OH:32])=O)[C:25]=1[CH3:33])(=[O:12])=[O:11].[CH:34]1([N:37]2[CH2:42][CH2:41][NH:40][CH2:39][CH2:38]2)[CH2:36][CH2:35]1>>[CH:34]1([N:37]2[CH2:42][CH2:41][N:40]([C:30]([C:26]3[C:25]([CH3:33])=[C:24](/[CH:23]=[C:16]4\[C:17](=[O:22])[NH:18][C:19]5[C:15]\4=[CH:14][C:13]([S:10]([CH2:9][C:3]4[C:2]([Cl:1])=[CH:7][CH:6]=[CH:5][C:4]=4[Cl:8])(=[O:11])=[O:12])=[CH:21][CH:20]=5)[NH:28][C:27]=3[CH3:29])=[O:32])[CH2:39][CH2:38]2)[CH2:36][CH2:35]1. Yields the product C1(CC1)N1CCN(CC1)C(=O)C=1C(=C(NC1C)\C=C\1/C(NC2=CC=C(C=C12)S(=O)(=O)CC1=C(C=CC=C1Cl)Cl)=O)C (3-[1-[4-(4-Cyclopropyl-piperazine-1-carbonyl)-3,5-dimethyl-1H-pyrrol-2-yl]-meth-(Z)-ylidene]-5-(2,6-dichloro-phenylmethanesulfonyl)-1,3-dihydro-indol-2-one). Starting materials: ClC1=C(C(=CC=C1)Cl)CS(=O)(=O)C=1C=C2/C(/C(NC2=CC1)=O)=C/C1=C(C(=C(N1)C)C(=O)O)C (5-[5-(2,6-Dichloro-phenylmethanesulfonyl)-2-oxo-1,2-dihydro-indol-(3Z)-ylidenemethyl]-2,4-dimethyl-1H-pyrrole-3-carboxylic acid), C1(CC1)N1CCNCC1 (1-cyclopropyl-piperazine). Reactants: BrC1=CC=C(S1)C[C@@H](C(=O)O)NC(=O)OC(C)(C)C ((S)-3-(5-bromo-thiophen-2-yl)-2-ter t-butoxycarbonylamino-propionic acid), CCN(C(C)C)C(C)C (DIEA), CI (methyl iodide), O (water). The solvent is CN(C)C=O (DMF). Reaction conditions: time 2.5 hour. The product is COC([C@H](CC=1SC(=CC1)Br)NC(=O)OC(C)(C)C)=O ((S)-3-(5-bromo-thiophen-2-yl)-2-tert-butoxycarbonylamino-propionic acid methyl ester). As a reaction SMILES: [Br:1][C:2]1[S:6][C:5]([CH2:7][C@H:8]([NH:12][C:13]([O:15][C:16]([CH3:19])([CH3:18])[CH3:17])=[O:14])[C:9]([OH:11])=[O:10])=[CH:4][CH:3]=1.[CH3:20]CN(C(C)C)C(C)C.CI.O>CN(C=O)C>[CH3:20][O:10][C:9](=[O:11])[C@@H:8]([NH:12][C:13]([O:15][C:16]([CH3:19])([CH3:18])[CH3:17])=[O:14])[CH2:7][C:5]1[S:6][C:2]([Br:1])=[CH:3][CH:4]=1. Procedure: Esterification. To a solution of (S)-3-(5-bromo-thiophen-2-yl)-2-ter t-butoxycarbonylamino-propionic acid in DMF (50 mL) was added DIEA and methyl iodide. The reaction mixture stirred at rt for 2.5 h and was poured onto EtOAc and water. The organic layer was washed with 1 N HCl and 10% sodium carbonate, dried over sodium sulfate and concentrated to furnish (S)-3-(5-bromo-thiophen-2-yl)-2-tert-butoxycarbonylamino-propionic acid methyl ester. This product was used without further purification. Starting materials: BrC=1C=CC2=C(C=3N(CCO2)C(=C(N3)C(=O)N)C(F)(F)F)C1 (10-bromo-3-(trifluoromethyl)-5,6-dihydroimidazo[1,2-d][1,4]benzoxazepine-2-carboxamide), C(#C)[C@]1(C(N(CC1)C)=O)O ((3R)-3-ethynyl-3-hydroxy-1-methyl-pyrrolidin-2-one). The product is O[C@@]1(C(N(CC1)C)=O)C#CC=1C=CC2=C(C=3N(CCO2)C(=C(N3)C(=O)N)C(F)(F)F)C1 (10-[2-[(3R)-3-hydroxy-1-methyl-2-oxo-pyrrolidin-3-yl]ethynyl]-3-(trifluoromethyl)-5,6-dihydroimidazo[1,2-d][1,4]benzoxazepine-2-carboxamide). The yield is 48.3%. RXN SMILES: Br[C:2]1[CH:3]=[CH:4][C:5]2[O:11][CH2:10][CH2:9][N:8]3[C:12]([C:18]([F:21])([F:20])[F:19])=[C:13]([C:15]([NH2:17])=[O:16])[N:14]=[C:7]3[C:6]=2[CH:22]=1.[C:23]([C@:25]1([OH:32])[CH2:29][CH2:28][N:27]([CH3:30])[C:26]1=[O:31])#[CH:24]>>[OH:32][C@@:25]1([C:23]#[C:24][C:2]2[CH:3]=[CH:4][C:5]3[O:11][CH2:10][CH2:9][N:8]4[C:12]([C:18]([F:21])([F:20])[F:19])=[C:13]([C:15]([NH2:17])=[O:16])[N:14]=[C:7]4[C:6]=3[CH:22]=2)[CH2:29][CH2:28][N:27]([CH3:30])[C:26]1=[O:31]. Reported procedure: 10-bromo-3-(trifluoromethyl)-5,6-dihydroimidazo[1,2-d][1,4]benzoxazepine-2-carboxamide was reacted with (3R)-3-ethynyl-3-hydroxy-1-methyl-pyrrolidin-2-one similarly to as described in General Procedure F with non-critical modifications to afford 56 mg (48.3%) of 10-[2-[(3R)-3-hydroxy-1-methyl-2-oxo-pyrrolidin-3-yl]ethynyl]-3-(trifluoromethyl)-5,6-dihydroimidazo[1,2-d][1,4]benzoxazepine-2-carboxamide. The reactants are ClC1=C(C=C(C=C1)S(=O)(=O)N(COC)C=1C(=NC=C(C1)Cl)C(C1=C(C=CC(=C1)N1N=CC=C1)Cl)=O)C(F)(F)F (4-chloro-N-[5-chloro-2-(2-chloro-5-pyrazol-1-yl-benzoyl)-pyridin-3-yl]-N-methoxymethyl-3-trifluoromethyl-benzenesulfonamide). The solvent is Cl (HCl), O1CCOCC1 (dioxane), O (water). Conditions: temperature 85 celsius. Yields the product ClC1=C(C=C(C=C1)S(=O)(=O)NC=1C(=NC=C(C1)Cl)C(C1=C(C=CC(=C1)N1N=CC=C1)Cl)=O)C(F)(F)F (4-chloro-N-[5-chloro-2-(2-chloro-5-pyrazol-1-yl-benzoyl)-pyridin-3-yl]-3-trifluoromethyl-benzenesulfonamide). As a reaction SMILES: [Cl:1][C:2]1[CH:7]=[CH:6][C:5]([S:8]([N:11]([C:15]2[C:16]([C:22](=[O:35])[C:23]3[CH:28]=[C:27]([N:29]4[CH:33]=[CH:32][CH:31]=[N:30]4)[CH:26]=[CH:25][C:24]=3[Cl:34])=[N:17][CH:18]=[C:19]([Cl:21])[CH:20]=2)COC)(=[O:10])=[O:9])=[CH:4][C:3]=1[C:36]([F:39])([F:38])[F:37]>Cl.O1CCOCC1.O>[Cl:1][C:2]1[CH:7]=[CH:6][C:5]([S:8]([NH:11][C:15]2[C:16]([C:22](=[O:35])[C:23]3[CH:28]=[C:27]([N:29]4[CH:33]=[CH:32][CH:31]=[N:30]4)[CH:26]=[CH:25][C:24]=3[Cl:34])=[N:17][CH:18]=[C:19]([Cl:21])[CH:20]=2)(=[O:9])=[O:10])=[CH:4][C:3]=1[C:36]([F:37])([F:38])[F:39]. Procedure: 4-Chloro-N-[5-chloro-2-(2-chloro-5-pyrazol-1-yl-benzoyl)-pyridin-3-yl]-N-methoxymethyl-3-trifluoromethyl-benzenesulfonamide from step 5 was dissolved in a mixture of 4 M HCl in dioxane (8 mL) and water (2 mL) and heated at 85° C. for 2 h. The solvent was evaporated and the residue was purified via HPLC to give 4-chloro-N-[5-chloro-2-(2-chloro-5-pyrazol-1-yl-benzoyl)-pyridin-3-yl]-3-trifluoromethyl-benzenesulfonamide: 1H NMR (400 MHz, CDCl3) δ 8.2 (m, 3H), 8.0 (m, 1H), 7.9 (s, 1H), 7.7 (m, 4H), 7... The reactants are 2-(4-fluorophenyloxy)-4-methoxy-5-(4-chlorophenyl)-6-(2,4-dichlorophenyl) and 2-methoxy-4-(4-fluorophenyloxy)-5-(4-chlorophenyl)-6-(2,4-dichlorophenyl)pyrimidine, CS(=O)(=O)C1=NC(=C(C(=N1)OC)C1=CC=C(C=C1)Cl)C1=C(C=C(C=C1)Cl)Cl (2-(methylsulfonyl)-4-methoxy-5-(4-chlorophenyl)-6-(2,4-dichlorophenyl)-pyrimidine), COC1=NC(=C(C(=N1)S(=O)(=O)C)C1=CC=C(C=C1)Cl)C1=C(C=C(C=C1)Cl)Cl (2-methoxy-4-(methylsulfonyl)-5-(4-chloro-phenyl)-6-(2,4-dichlorophenyl)-pyrimidine), C(CCC)[Li] (n-butyl lithium), FC1=CC=C(C=C1)O (4-fluorophenol). The product is COC1=NC(=C(C(=N1)OC1=CC=C(C=C1)F)C1=CC=C(C=C1)Cl)C1=C(C=C(C=C1)Cl)Cl (2-Methoxy-4-(4-fluorophenyloxy)-5-(4-chlorophenyl)-6-(2,4-dichlorophenyl)pyrimidine). Reaction SMILES: CS(C1N=C(OC)C(C2C=CC(Cl)=CC=2)=C(C2C=CC(Cl)=CC=2Cl)N=1)(=O)=O.[CH3:28][O:29][C:30]1[N:35]=[C:34](S(C)(=O)=O)[C:33]([C:40]2[CH:45]=[CH:44][C:43]([Cl:46])=[CH:42][CH:41]=2)=[C:32]([C:47]2[CH:52]=[CH:51][C:50]([Cl:53])=[CH:49][C:48]=2[Cl:54])[N:31]=1.C([Li])CCC.[F:60][C:61]1[CH:66]=[CH:65][C:64]([OH:67])=[CH:63][CH:62]=1>>[CH3:28][O:29][C:30]1[N:35]=[C:34]([O:67][C:64]2[CH:65]=[CH:66][C:61]([F:60])=[CH:62][CH:63]=2)[C:33]([C:40]2[CH:45]=[CH:44][C:43]([Cl:46])=[CH:42][CH:41]=2)=[C:32]([C:47]2[CH:52]=[CH:51][C:50]([Cl:53])=[CH:49][C:48]=2[Cl:54])[N:31]=1. Procedure: A mixture of 2-(methylsulfonyl)-4-methoxy-5-(4-chlorophenyl)-6-(2,4-dichlorophenyl)-pyrimidine and 2-methoxy-4-(methylsulfonyl)-5-(4-chloro-phenyl)-6-(2,4-dichlorophenyl)-pyrimidine (Example 113) was reacted with 1.1 equivalents each of n-butyl lithium and 4-fluorophenol by the procedure described in Reference Example 6 and 7 to afford a mixture of 2-(4-fluorophenyloxy)-4-methoxy-5-(4-chlorophenyl)-6-(2,4-dichlorophenyl) and 2-methoxy-4-(4-fluorophenyloxy)-5-(4-chlorophenyl)-6-(2,4-dichloropheny... Starting materials: C(C1=CC=CC=C1)(=O)C1=C(C2=C(S1)C=CC=C2)O (2-benzoyl-benzo[b]thiophen-3-ol), C(C)(=O)[O-].C[NH2+]C (dimethylammonium acetate), ethyl acetate petroleum ether. The product is CN(C)\C(=C\1/C(C2=C(S1)C=CC=C2)=O)\C2=CC=CC=C2 ((E)-2-[(Dimethylamino)phenylmethylene]-benzo[b]thiophen-3(2H)-one). The yield is 18.0%. RXN SMILES: [C:1]([C:9]1[S:13][C:12]2[CH:14]=[CH:15][CH:16]=[CH:17][C:11]=2[C:10]=1[OH:18])(=O)[C:2]1[CH:7]=[CH:6][CH:5]=[CH:4][CH:3]=1.C([O-])(=O)C.[CH3:23][NH2+:24][CH3:25]>>[CH3:23][N:24](/[C:1](/[C:2]1[CH:7]=[CH:6][CH:5]=[CH:4][CH:3]=1)=[C:9]1\[C:10](=[O:18])[C:11]2[CH:17]=[CH:16][CH:15]=[CH:14][C:12]=2[S:13]\1)[CH3:25] |f:1.2|. Procedure details: Prepared as in Example 31 from 2-benzoyl-benzo[b]thiophen-3-ol and dimethylammonium acetate with a yield of 18% of theory; m.p. 179°-180° C. (ethyl acetate/petroleum ether 1:2). The product was identical to that prepared according to Example 4, based on its thin-layer chromatogram, elemental analysis and IR-spectrum.